The task is: describe an organic reaction: reactants, conditions, products, and yield. This data is from the Open Reaction Database (ORD), a public repository of structured organic reaction records. RXN SMILES: [C:1]([CH3:2])([CH3:3])([CH3:4])[O:5][C:6](=[O:7])[N:8]1[CH2:9][c:10]2[n:11]([c:12]3[cH:13][c:14]([CH3:20])[c:15]([Br:19])[cH:16][c:17]3[cH:18]2)[CH:21]([CH3:23])[CH2:22]1.[CH3:24][CH2:25][OH:26]>>[C:1]([CH3:2])([CH3:3])([CH3:4])[O:5][C:6](=[O:7])[N:8]1[CH2:9][c:10]2[n:11]([c:12]3[cH:13][c:14]([CH3:20])[cH:15][cH:16][c:17]3[cH:18]2)[CH:21]([CH3:23])[CH2:22]1. Yields the product Cc1ccc2cc3n(c2c1)C(C)CN(C(=O)OC(C)(C)C)C3. The reactants are Cc1cc2c(cc1Br)cc1n2C(C)CN(C(=O)OC(C)(C)C)C1, CCO. Reactants: C(C1=CC=CC=C1)OC(=O)N1[C@H](C(=O)NCC(=O)N)CCC1 (N-benzyloxycarbonyl-L-prolylglycinamide), [H][H] (hydrogen). The reagents and catalysts are [Pd] (palladium-on-carbon). Run in CO (methanol), Peptides. Yields the product N1[C@H](C(=O)NCC(=O)N)CCC1 (L-prolylglycinamide). Reaction SMILES: C(OC([N:11]1[CH2:22][CH2:21][CH2:20][C@H:12]1[C:13]([NH:15][CH2:16][C:17]([NH2:19])=[O:18])=[O:14])=O)C1C=CC=CC=1.[H][H]>[Pd].CO>[NH:11]1[CH2:22][CH2:21][CH2:20][C@H:12]1[C:13]([NH:15][CH2:16][C:17]([NH2:19])=[O:18])=[O:14]. Procedure: A mixture consisting of 33.5 g. of N-benzyloxycarbonyl-L-prolylglycinamide (this compound has been reported in Synthetic Peptides, Vol. 1, G. R. Pettit, Van Nostrand Reinhold Company, New York, 1970, page 151), 1 g. of 20% palladium-on-carbon, and 500 ml. of methanol is hydrogenated at 50 lbs./in.2 hydrogen pressure and room temperature for one hour. The mixture is filtered to remove the catalyst, and the filtrate is evaporated to dryness to give a solid residue of L-prolylglycinamide; m.p. 124°...